Task: describe an organic reaction: reactants, conditions, products, and yield. Dataset: the Open Reaction Database (ORD), a public repository of structured organic reaction records Starting materials: CCCCC1C(=O)N(c2ccccc2)N(c2ccc(OC)cc2)C1=O, CO, [Na+], [OH-], OO. Reaction SMILES: [CH2:1]([CH2:2][CH2:3][CH3:4])[CH:5]1[C:6](=[O:25])[N:7]([c:19]2[cH:20][cH:21][cH:22][cH:23][cH:24]2)[N:8]([c:11]2[cH:12][cH:13][c:14]([O:17][CH3:18])[cH:15][cH:16]2)[C:9]1=[O:10].[CH3:30][OH:31].[Na+:29].[OH-:28].[OH:26][OH:27]>>[CH2:1]([CH2:2][CH2:3][CH3:4])[C:5]1([OH:26])[C:6](=[O:25])[N:7]([c:19]2[cH:20][cH:21][cH:22][cH:23][cH:24]2)[N:8]([c:11]2[cH:12][cH:13][c:14]([O:17][CH3:18])[cH:15][cH:16]2)[C:9]1=[O:10]. The product is CCCCC1(O)C(=O)N(c2ccccc2)N(c2ccc(OC)cc2)C1=O. The reactants are FC(C(=O)NCCCC1=CC(=CC=C1)\C=C\C(CCC)(CCC)O)(F)F ((E)-2,2,2-Trifluoro-N-(3-(3-(3-hydroxy-3-propylhex-1-enyl)phenyl)propyl)acetamide), C(=O)([O-])[O-].[K+].[K+] (K2CO3). The product is NCCCC=1C=C(/C=C/C(CCC)(CCC)O)C=CC1 ((E)-4-(3-(3-aminopropyl)styryl)heptan-4-ol). RXN SMILES: FC(F)(F)C([NH:5][CH2:6][CH2:7][CH2:8][C:9]1[CH:14]=[CH:13][CH:12]=[C:11](/[CH:15]=[CH:16]/[C:17]([OH:24])([CH2:21][CH2:22][CH3:23])[CH2:18][CH2:19][CH3:20])[CH:10]=1)=O.C([O-])([O-])=O.[K+].[K+]>>[NH2:5][CH2:6][CH2:7][CH2:8][C:9]1[CH:10]=[C:11]([CH:12]=[CH:13][CH:14]=1)/[CH:15]=[CH:16]/[C:17]([OH:24])([CH2:18][CH2:19][CH3:20])[CH2:21][CH2:22][CH3:23] |f:1.2.3|. Procedure: (E)-2,2,2-Trifluoro-N-(3-(3-(3-hydroxy-3-propylhex-1-enyl)phenyl)propyl)acetamide was deprotected according to the method used in Example 79 except that 3 equivalents of K2CO3 were used. Following the reaction, solids were removed by filtration and the filtrate was concentrated under reduced pressure. The residue was dissolved in MeOH, dried over MgSO4 and filtered through Celite. After concentration under reduced pressure, purification by flash chromatography (7:3 EtOAc:hexanes to 7:2:1 EtOAc:h... The reactants are BrC1=CC=C(CBr)C=C1 (p-bromobenzyl bromide), Cl.COC(CN)=O (glycine methyl ester hydrochloride), C([O-])([O-])=O.[K+].[K+] (potassium carbonate). Reaction conditions: temperature 40 celsius, time 1 hour. Product: COC(CNCC1=CC=C(C=C1)Br)=O ((4-bromo-benzylamino)acetic acid methyl ester). Reaction SMILES: [Br:1][C:2]1[CH:9]=[CH:8][C:5]([CH2:6]Br)=[CH:4][CH:3]=1.Cl.[CH3:11][O:12][C:13](=[O:16])[CH2:14][NH2:15].C(=O)([O-])[O-].[K+].[K+]>C1COCC1.O.S([O-])([O-])(=O)=O.C([N+](CCCC)(CCCC)CCCC)CCC.C([N+](CCCC)(CCCC)CCCC)CCC>[CH3:11][O:12][C:13](=[O:16])[CH2:14][NH:15][CH2:6][C:5]1[CH:8]=[CH:9][C:2]([Br:1])=[CH:3][CH:4]=1 |f:1.2,3.4.5,8.9.10|. The reagents and catalysts are S(=O)(=O)([O-])[O-].C(CCC)[N+](CCCC)(CCCC)CCCC.C(CCC)[N+](CCCC)(CCCC)CCCC (tetrabutylammonium sulfate). The solvent is C1CCOC1 (THF), O (water), O (water). Procedure details: i)—To a solution of p-bromobenzyl bromide (10 g, 40 mmol) in THF (100 ml) and water (7.2 ml) were added glycine methyl ester hydrochloride (10 g, 80 mmol), potassium carbonate (22.1 g, 160 mmol) and tetrabutylammonium sulfate (136 mg, 0.4 mmol). After 1 h stirring at 40° C., the reaction mixture was poured in water and the product was extracted into ethyl acetate. The combined organic phases were washed with brine, dried over magnesium sulfate and concentrated under reduced pressure. Column chro... Isolated yield 62.0%. Starting materials: C(C)OC=C1C(NC2=CC=C3N=CSC3=C12)=O (8-ethoxymethylene-6,8-dihydro-1-thia-3,6-diaza-as-indacen-7-one), CS(=O)(=O)CC1=CC=C(N)C=C1 (4-methylsulfonylmethylaniline). Yields the product CS(=O)(=O)CC1=CC=C(C=C1)NC=C1C(NC2=CC=C3N=CSC3=C12)=O (8-(4-Methylsulfonylmethyl-phenylamino-methylene)-6,8-dihydro-1-thia-3,6-diaza-as-indacen-7-one). Isolated yield 66.0%. As a reaction SMILES: C(O[CH:4]=[C:5]1[C:16]2[C:8](=[CH:9][CH:10]=[C:11]3[C:15]=2[S:14][CH:13]=[N:12]3)[NH:7][C:6]1=[O:17])C.[CH3:18][S:19]([CH2:22][C:23]1[CH:29]=[CH:28][C:26]([NH2:27])=[CH:25][CH:24]=1)(=[O:21])=[O:20]>>[CH3:18][S:19]([CH2:22][C:23]1[CH:29]=[CH:28][C:26]([NH:27][CH:4]=[C:5]2[C:16]3[C:8](=[CH:9][CH:10]=[C:11]4[C:15]=3[S:14][CH:13]=[N:12]4)[NH:7][C:6]2=[O:17])=[CH:25][CH:24]=1)(=[O:20])=[O:21]. Reported procedure: The title compound was prepared in 66% yield from 8-ethoxymethylene-6,8-dihydro-1-thia-3,6-diaza-as-indacen-7-one and 4-methylsulfonylmethylaniline according to Procedure J: 1H NMR (DMSO-d6): δ11.1 (d, 1H), 11.0 (s, 1H), 9.3 (s, 1H), 8.1 (d, 1H), 7.8 (d, 1H), 7.5 (q, 4H), 7.1 (d, 1H), 4.45 (s, 2H), 2.9 (s. 3H); APCI−MS m/z 384 (M−H)−. Starting materials: C(C1=CC=CC=C1)OC(=O)NCCCC[C@H](NS(=O)(=O)C)C(=O)NC[C@H](CC1(CCCC1)C(=O)N[C@@H](CC1=CC=C(C=C1)OC(C)(C)C)C(=O)OC(C)(C)C)C(=O)OC(C)(C)C (tert-butyl (S,S,S)-N-(1-[3-(N6-benzyloxycarbonyl-N2-mesyllysylamino)-2-(tert-butoxycarbonyl)propyl]-1-cyclopentylcarbonyl)-O4-tert-butyltyrosinate), solution, Cl (hydrogen chloride). The solvent is O (water), C(C)(=O)OCC (ethyl acetate), C(C)(=O)OCC (ethyl acetate). Run at time 30 minute. Product: C(=O)(O)[C@@H](CC1(CCCC1)C(=O)N[C@@H](CC1=CC=C(C=C1)O)C(=O)O)CNC([C@@H](NS(=O)(=O)C)CCCCN)=O ((S,S,S)-N-(1-[2-Carboxy-3-(N2-mesyllysylamino)propyl]-1-cyclopentylcarbonyl)tyrosine). Yield: 22.2%. RXN SMILES: C(OC([NH:11][CH2:12][CH2:13][CH2:14][CH2:15][C@@H:16]([C:22]([NH:24][CH2:25][C@@H:26]([C:56]([O:58]C(C)(C)C)=[O:57])[CH2:27][C:28]1([C:33]([NH:35][C@H:36]([C:49]([O:51]C(C)(C)C)=[O:50])[CH2:37][C:38]2[CH:43]=[CH:42][C:41]([O:44]C(C)(C)C)=[CH:40][CH:39]=2)=[O:34])[CH2:32][CH2:31][CH2:30][CH2:29]1)=[O:23])[NH:17][S:18]([CH3:21])(=[O:20])=[O:19])=O)C1C=CC=CC=1.Cl>C(OCC)(=O)C.O>[C:56]([C@H:26]([CH2:25][NH:24][C:22](=[O:23])[C@H:16]([CH2:15][CH2:14][CH2:13][CH2:12][NH2:11])[NH:17][S:18]([CH3:21])(=[O:20])=[O:19])[CH2:27][C:28]1([C:33]([NH:35][C@H:36]([C:49]([OH:51])=[O:50])[CH2:37][C:38]2[CH:43]=[CH:42][C:41]([OH:44])=[CH:40][CH:39]=2)=[O:34])[CH2:32][CH2:31][CH2:30][CH2:29]1)([OH:58])=[O:57]. Procedure: To a cooled (10° C.) solution of tert-butyl (S,S,S)-N-(1-[3-(N6-benzyloxycarbonyl-N2-mesyllysylamino)-2-(tert-butoxycarbonyl)propyl]-1-cyclopentylcarbonyl)-O4-tert-butyltyrosinate (13.3 g, 15.0 mmol) in ethyl acetate (27 ml) was added a 5.1M solution of hydrogen chloride in ethyl acetate (70 ml) (357 mmol of HCl). After 30 minutes the initially clear solution deposited a tar. The mixture was stirred at room temperature for 18 hours. The clear solution was decanted off from the tar and the tar tr... The reactants are C(C)(C)(C)C1=C(C=C(C=C1)C(N)=O)NC(CC(CCCCC)C1=C(C=C(C=C1)CO)OC)=O (N-(2-t-Butyl-5-carbamoylphenyl)-3-(4-hydroxymethyl-2-methoxyphenyl)octanamide). The reagents and catalysts are [O-2].[O-2].[Mn+4] (manganese dioxide). Reaction conditions: time 6 hour. Yields the product C(C)(C)(C)C1=C(C=C(C=C1)C(N)=O)NC(CC(CCCCC)C1=C(C=C(C=C1)C=O)OC)=O (N-(2-t-Butyl-5-carbamoylphenyl)-3-(4-formyl-2-methoxyphenyl)octanamide). The yield is 95.3%. Reaction SMILES: [C:1]([C:5]1[CH:10]=[CH:9][C:8]([C:11](=[O:13])[NH2:12])=[CH:7][C:6]=1[NH:14][C:15](=[O:33])[CH2:16][CH:17]([C:23]1[CH:28]=[CH:27][C:26]([CH2:29][OH:30])=[CH:25][C:24]=1[O:31][CH3:32])[CH2:18][CH2:19][CH2:20][CH2:21][CH3:22])([CH3:4])([CH3:3])[CH3:2]>[O-2].[O-2].[Mn+4]>[C:1]([C:5]1[CH:10]=[CH:9][C:8]([C:11](=[O:13])[NH2:12])=[CH:7][C:6]=1[NH:14][C:15](=[O:33])[CH2:16][CH:17]([C:23]1[CH:28]=[CH:27][C:26]([CH:29]=[O:30])=[CH:25][C:24]=1[O:31][CH3:32])[CH2:18][CH2:19][CH2:20][CH2:21][CH3:22])([CH3:2])([CH3:3])[CH3:4] |f:1.2.3|. Procedure details: 7.60 g (87.4 mmol) of manganese dioxide were added to a solution of 1.98 g (4.36 mmol) of N-(2-t-butyl-5-carbamoylphenyl)-3-(4-hydroxymethyl-2-methoxyphenyl)octanamide (prepared as described in Example 109), and the resulting mixture was stirred at room temperature for 6 hours. At the end of this time, the reaction mixture was filtered using a Celite (trade mark) filter aid to remove the oxidizing agent used. The filtrate was then concentrated by evaporation under reduced pressure, to give 1.88 ... The reactants are IC=1C=C2C(=NC1)N(C=N2)CC2=CC1=C(N=C(S1)N[C@H]1[C@@H](CCCC1)O)C=C2 ((1R,2R)-2-((6-((6-iodo-3H-imidazo[4,5-b]pyridin-3-yl)methyl)benzo[d]thiazol-2-yl)amino)cyclohexanol), N1CCOCC1 (morpholine), N1[C@H](C(=O)O)CCC1 (L-proline), C(=O)([O-])[O-].[K+].[K+] (K2CO3). The reagents and catalysts are [Cu]I (CuI). Run in CS(=O)C (DMSO). Conditions: temperature 100 celsius, time 2 hour. The product is O1CCN(CC1)C=1C=C2C(=NC1)N(C=N2)CC2=CC1=C(N=C(S1)N[C@H]1[C@@H](CCCC1)O)C=C2 ((1R,2R)-2-((6-((6-morpholino-3H-imidazo[4,5-b]pyridin-3-yl)methyl)benzo[d]thiazol-2-yl)amino)cyclohexanol). Yield: 10.8%. As a reaction SMILES: I[C:2]1[CH:3]=[C:4]2[N:10]=[CH:9][N:8]([CH2:11][C:12]3[CH:28]=[CH:27][C:15]4[N:16]=[C:17]([NH:19][C@@H:20]5[CH2:25][CH2:24][CH2:23][CH2:22][C@H:21]5[OH:26])[S:18][C:14]=4[CH:13]=3)[C:5]2=[N:6][CH:7]=1.[NH:29]1[CH2:34][CH2:33][O:32][CH2:31][CH2:30]1.N1CCC[C@H]1C(O)=O.C([O-])([O-])=O.[K+].[K+]>CS(C)=O.[Cu]I>[O:32]1[CH2:33][CH2:34][N:29]([C:2]2[CH:3]=[C:4]3[N:10]=[CH:9][N:8]([CH2:11][C:12]4[CH:28]=[CH:27][C:15]5[N:16]=[C:17]([NH:19][C@@H:20]6[CH2:25][CH2:24][CH2:23][CH2:22][C@H:21]6[OH:26])[S:18][C:14]=5[CH:13]=4)[C:5]3=[N:6][CH:7]=2)[CH2:30][CH2:31]1 |f:3.4.5|. Procedure: To a stirred solution of (1R,2R)-2-((6-((6-iodo-3H-imidazo[4,5-b]pyridin-3-yl)methyl)benzo[d]thiazol-2-yl)amino)cyclohexanol from Step 2 of Example 96 (150 mg, 0.30 mmol) in DMSO (3 mL) were added morpholine (156 μL, 1.78 mmol), CuI (23 mg, 0.12 mmol), L-proline (14 mg, 0.12 mmol), and K2CO3 (123 mg, 0.89 mmol). The resulting mixture was flushed with argon, the reaction vessel was sealed and the mixture was heated at 100° C. for 2 h, then at 110° C. for 2 h. LCMS analysis showed that the reactio... Starting materials: BrC=1C=NC(=NC1)N[C@@H]1C[C@H](C1)N1C(C(C=2C1=NC=CC2)(C)C)=O (1-(Trans-3-((5-bromopyrimidin-2-yl)amino)cyclobutyl)-3,3-dimethyl-1H-pyrrolo[2,3-b]pyridin-2(3H)-one), C1(CC1)B(O)O (cyclopropyl boronic acid), C([O-])([O-])=O.[Na+].[Na+] (sodium carbonate). The reagents and catalysts are CC(C)(C)P(C1=CC=C(C=C1)N(C)C)C(C)(C)C.CC(C)(C)P(C1=CC=C(C=C1)N(C)C)C(C)(C)C.Cl[Pd]Cl (bis(di-tert-butyl(4-dimethylaminophenyl)phosphine)dichloropalladium(II)). Solvent: O (water), O1CCOCC1 (1,4-dioxane). Conditions: temperature 80 celsius, time 18 hour. Product: C1(CC1)C=1C=NC(=NC1)N[C@@H]1C[C@H](C1)N1C(C(C=2C1=NC=CC2)(C)C)=O (1-(trans-3-((5-cyclopropylpyrimidin-2-yl)amino)cyclobutyl)-3,3-dimethyl-1H-pyrrolo[2,3-b]pyridin-2(3H)-one). Reaction SMILES: Br[C:2]1[CH:3]=[N:4][C:5]([NH:8][C@H:9]2[CH2:12][C@H:11]([N:13]3[C:17]4=[N:18][CH:19]=[CH:20][CH:21]=[C:16]4[C:15]([CH3:23])([CH3:22])[C:14]3=[O:24])[CH2:10]2)=[N:6][CH:7]=1.[CH:25]1(B(O)O)[CH2:27][CH2:26]1.C(=O)([O-])[O-].[Na+].[Na+]>O1CCOCC1.O.CC(P(C(C)(C)C)C1C=CC(N(C)C)=CC=1)(C)C.CC(P(C(C)(C)C)C1C=CC(N(C)C)=CC=1)(C)C.Cl[Pd]Cl>[CH:25]1([C:2]2[CH:3]=[N:4][C:5]([NH:8][C@H:9]3[CH2:12][C@H:11]([N:13]4[C:17]5=[N:18][CH:19]=[CH:20][CH:21]=[C:16]5[C:15]([CH3:23])([CH3:22])[C:14]4=[O:24])[CH2:10]3)=[N:6][CH:7]=2)[CH2:27][CH2:26]1 |f:2.3.4,7.8.9|. Procedure: 1-(Trans-3-((5-bromopyrimidin-2-yl)amino)cyclobutyl)-3,3-dimethyl-1H-pyrrolo[2,3-b]pyridin-2(3H)-one (example 60, 95 mg, 0.245 mmol), cyclopropyl boronic acid (31.5 mg, 0.367 mmol), and bis(di-tert-butyl(4-dimethylaminophenyl)phosphine)dichloropalladium(II) (17.33 mg, 0.024 mmol) were mixed in 1,4-dioxane (1 msL) under an argon atmosphere. Aqueous sodium carbonate (2 M, 0.367 mL, 0.734 mmol) was added via syringe and the reaction mixture was stirred at 80° C. for 18 hrs. The reaction mixture was...